This data is from the Open Reaction Database (ORD), a public repository of structured organic reaction records. The task is: describe an organic reaction: reactants, conditions, products, and yield Reactants: C=CCOC(=O)N1CC(SC(C)=O)CC1CCNC(=O)OC(=C)CNC(C)=O, ClCCl, CO, Cl, [Na+], [OH-]. Product: C=CCOC(=O)N1CC(S)CC1CCNC(=O)OC(=C)CNC(C)=O. RXN SMILES: [C:1](=[O:2])([CH3:3])[S:4][CH:5]1[CH2:6][CH:7]([CH2:16][CH2:17][NH:18][C:19](=[O:20])[O:21][C:22]([CH2:23][NH:24][C:25]([CH3:26])=[O:27])=[CH2:28])[N:8]([C:10](=[O:11])[O:12][CH2:13][CH:14]=[CH2:15])[CH2:9]1.[CH2:34]([Cl:35])[Cl:36].[CH3:32][OH:33].[ClH:31].[Na+:30].[OH-:29]>>[SH:4][CH:5]1[CH2:6][CH:7]([CH2:16][CH2:17][NH:18][C:19](=[O:20])[O:21][C:22]([CH2:23][NH:24][C:25]([CH3:26])=[O:27])=[CH2:28])[N:8]([C:10](=[O:11])[O:12][CH2:13][CH:14]=[CH2:15])[CH2:9]1. Reactants: C1CCOC1, CN(C)CC1CCC(=O)CC1, COC[P+](c1ccccc1)(c1ccccc1)c1ccccc1, [Cl-], O. Product: CN(C)CC1CCC(C=O)CC1. RXN SMILES: [CH2:36]1[O:37][CH2:38][CH2:39][CH2:40]1.[CH3:24][N:25]([CH3:26])[CH2:27][CH:28]1[CH2:29][CH2:30][C:31](=[O:34])[CH2:32][CH2:33]1.[CH3:2][O:3][CH2:4][P+:5]([c:6]1[cH:7][cH:8][cH:9][cH:10][cH:11]1)([c:12]1[cH:13][cH:14][cH:15][cH:16][cH:17]1)[c:18]1[cH:19][cH:20][cH:21][cH:22][cH:23]1.[Cl-:1].[OH2:35]>>[CH:2](=[O:3])[CH:31]1[CH2:30][CH2:29][CH:28]([CH2:27][N:25]([CH3:24])[CH3:26])[CH2:33][CH2:32]1. The reactants are N#Cc1ccc(Oc2cc(Cl)ccc2Cl)c(S(=O)(=O)Cl)c1, CC1CCNCC1, ClCCl. Product: CC1CCN(S(=O)(=O)c2cc(C#N)ccc2Oc2cc(Cl)ccc2Cl)CC1. Reaction SMILES: [C:1](#[N:2])[c:3]1[cH:4][cH:5][c:6]([O:13][c:14]2[c:15]([Cl:21])[cH:16][cH:17][c:18]([Cl:20])[cH:19]2)[c:7]([S:9](=[O:10])(=[O:11])[Cl:12])[cH:8]1.[CH3:22][CH:23]1[CH2:24][CH2:25][NH:26][CH2:27][CH2:28]1.[Cl:29][CH2:30][Cl:31]>>[C:1](#[N:2])[c:3]1[cH:4][cH:5][c:6]([O:13][c:14]2[c:15]([Cl:21])[cH:16][cH:17][c:18]([Cl:20])[cH:19]2)[c:7]([S:9](=[O:10])(=[O:11])[N:26]2[CH2:25][CH2:24][CH:23]([CH3:22])[CH2:28][CH2:27]2)[cH:8]1. Starting materials: CCCCCCCNC(=O)N(C)c1cccc(-c2ccc(CCC(=O)OC)cc2OCCC)c1, CCCCC, CO, [Na+], C1CCOC1, [OH-]. The product is CCCCCCCNC(=O)N(C)c1cccc(-c2ccc(CCC(=O)O)cc2OCCC)c1. Reaction SMILES: [CH2:3]([CH2:4][CH2:5][CH2:6][CH2:7][CH2:8][CH3:9])[NH:10][C:11]([N:12]([CH3:13])[c:14]1[cH:15][c:16](-[c:20]2[c:21]([O:32][CH2:33][CH2:34][CH3:35])[cH:22][c:23]([CH2:26][CH2:27][C:28](=[O:29])[O:30][CH3:31])[cH:24][cH:25]2)[cH:17][cH:18][cH:19]1)=[O:36].[CH3:37][CH2:38][CH2:39][CH2:40][CH3:41].[CH3:42][OH:43].[Na+:2].[O:44]1[CH2:45][CH2:46][CH2:47][CH2:48]1.[OH-:1]>>[CH2:3]([CH2:4][CH2:5][CH2:6][CH2:7][CH2:8][CH3:9])[NH:10][C:11]([N:12]([CH3:13])[c:14]1[cH:15][c:16](-[c:20]2[c:21]([O:32][CH2:33][CH2:34][CH3:35])[cH:22][c:23]([CH2:26][CH2:27][C:28](=[O:29])[OH:30])[cH:24][cH:25]2)[cH:17][cH:18][cH:19]1)=[O:36]. The reactants are CO (methanol), C(C)(=O)O[C@@H]1CC2=C[C@@H]([C@H]3[C@@H]4CCC([C@@]4(C)CC[C@@H]3[C@]2(CC1)C)=O)O (3β-acetoxy-7β-hydroxy-5-androsten-17-one), C(=O)([O-])[O-].[Na+].[Na+] (Na2CO3). Run in O (water). Yields the product C[C@@]12C(CC[C@H]1[C@@H]1[C@H](C=C3C[C@H](CC[C@]3(C)[C@H]1CC2)O)O)=O (androst-5-en-17-one-3β,7β-diol). The yield is 67.9%. As a reaction SMILES: CO.C([O:6][C@H:7]1[CH2:24][CH2:23][C@@:22]2([CH3:25])[C:9](=[CH:10][C@H:11]([OH:27])[C@@H:12]3[C@@H:21]2[CH2:20][CH2:19][C@@:17]2([CH3:18])[C@H:13]3[CH2:14][CH2:15][C:16]2=[O:26])[CH2:8]1)(=O)C.C([O-])([O-])=O.[Na+].[Na+]>O>[CH3:18][C@:17]12[CH2:19][CH2:20][C@H:21]3[C@@H:12]([C@@H:11]([OH:27])[CH:10]=[C:9]4[C@:22]3([CH3:25])[CH2:23][CH2:24][C@H:7]([OH:6])[CH2:8]4)[C@@H:13]1[CH2:14][CH2:15][C:16]2=[O:26] |f:2.3.4|. Reported procedure: A 500 L reactor was charged 230 kg methanol, 33 kg (wet) 3β-acetoxy-7β-hydroxy-5-androsten-17-one, 108 kg water and 15 kg Na2CO3. The mixture was heated to reflux for 3 hours. Methanol was removed under vacuum whereupon 250 kg of water was added to the residue. The mixture was put in refrigerator overnight to give a precipitate. The solids were collected by filtration, then washed with water and dried at 40-50° C. to yield 9.5-10.5 kg (67.9-75.0%) of the title compound as a white solid. Reactants: CN(/C=C/C(=O)C1=NN(C=CC1=O)C1=CC=C(C=C1)OCC(F)(F)F)C (3-((E)-3-Dimethylamino-acryloyl)-1-[4-(2,2,2-trifluoro-ethoxy)-phenyl]-1H-pyridazin-4-one), N1=CC=C(C2=CC=CC=C12)NN (quinolin-4-yl-hydrazine). Yields the product N1=CC=C(C2=CC=CC=C12)N1N=CC=C1C1=NN(C=CC1=O)C1=CC=C(C=C1)OCC(F)(F)F (3-(2-Quinolin-4-yl-2H-pyrazol-3-yl)-1-[4-(2,2,2-trifluoro-ethoxy)-phenyl]-1H-pyridazin-4-one). Reaction SMILES: CN(C)/[CH:3]=[CH:4]/[C:5]([C:7]1[C:12](=[O:13])[CH:11]=[CH:10][N:9]([C:14]2[CH:19]=[CH:18][C:17]([O:20][CH2:21][C:22]([F:25])([F:24])[F:23])=[CH:16][CH:15]=2)[N:8]=1)=O.[N:27]1[C:36]2[C:31](=[CH:32][CH:33]=[CH:34][CH:35]=2)[C:30]([NH:37][NH2:38])=[CH:29][CH:28]=1>>[N:27]1[C:36]2[C:31](=[CH:32][CH:33]=[CH:34][CH:35]=2)[C:30]([N:37]2[C:5]([C:7]3[C:12](=[O:13])[CH:11]=[CH:10][N:9]([C:14]4[CH:19]=[CH:18][C:17]([O:20][CH2:21][C:22]([F:25])([F:23])[F:24])=[CH:16][CH:15]=4)[N:8]=3)=[CH:4][CH:3]=[N:38]2)=[CH:29][CH:28]=1. Procedure: The product was obtained starting from 3-((E)-3-Dimethylamino-acryloyl)-1-[4-(2,2,2-trifluoro-ethoxy)-phenyl]-1H-pyridazin-4-one (A-32) and quinolin-4-yl-hydrazine according to the method described for example 43. MS: M=464.2 (M+H)+ Reactants: O=C1CCC(=O)N1Br, CN(C)C=O, COC(=O)c1c(OCc2ccccc2)c(=O)ccn1CC(O)CO. Product: COC(=O)c1c(OCc2ccccc2)c(=O)c(Br)cn1CC(O)CO. Reaction SMILES: [Br:25][N:26]1[C:27](=[O:28])[CH2:29][CH2:30][C:31]1=[O:32].[O:33]=[CH:34][N:35]([CH3:36])[CH3:37].[OH:1][CH:2]([CH2:3][n:4]1[c:5]([C:19](=[O:20])[O:21][CH3:22])[c:6]([O:11][CH2:12][c:13]2[cH:14][cH:15][cH:16][cH:17][cH:18]2)[c:7](=[O:10])[cH:8][cH:9]1)[CH2:23][OH:24]>>[OH:1][CH:2]([CH2:3][n:4]1[c:5]([C:19](=[O:20])[O:21][CH3:22])[c:6]([O:11][CH2:12][c:13]2[cH:14][cH:15][cH:16][cH:17][cH:18]2)[c:7](=[O:10])[c:8]([Br:25])[cH:9]1)[CH2:23][OH:24].